This data is from the Open Reaction Database (ORD), a public repository of structured organic reaction records. The task is: describe an organic reaction: reactants, conditions, products, and yield Starting materials: ClC1=CC=C(C=C1)C1=CC(=C(S1)C(=O)OC)/N=C/N(C)C (Methyl 5-(4-chlorophenyl)-3-{[(1E)-(dimethylamino)methylene]amino}thiophene-2-carboxylate), NCC=1C=C(C=CC1)N1C[C@@H](CC1)O ((3R)-1-[3-(aminomethyl)phenyl]pyrrolidin-3-ol). The solvent is C1(=CC=CC=C1)O (phenol). Conditions: temperature 150 celsius. The product is ClC1=CC=C(C=C1)C1=CC=2N=CN(C(C2S1)=O)CC1=CC(=CC=C1)N1C[C@@H](CC1)O (6-(4-Chlorophenyl)-3-{3-[(3R)-3-hydroxypyrrolidin-1-yl]benzyl}thieno[3,2-d]pyrimidin-4(3H)-one). The yield is 579.6%. As a reaction SMILES: [Cl:1][C:2]1[CH:7]=[CH:6][C:5]([C:8]2[S:12][C:11]([C:13]([O:15]C)=O)=[C:10](/[N:17]=[CH:18]/[N:19]([CH3:21])C)[CH:9]=2)=[CH:4][CH:3]=1.NC[C:24]1[CH:25]=[C:26]([N:30]2[CH2:34][CH2:33][C@@H:32]([OH:35])[CH2:31]2)[CH:27]=[CH:28][CH:29]=1>C1(O)C=CC=CC=1>[Cl:1][C:2]1[CH:3]=[CH:4][C:5]([C:8]2[S:12][C:11]3[C:13](=[O:15])[N:19]([CH2:21][C:28]4[CH:29]=[CH:24][CH:25]=[C:26]([N:30]5[CH2:34][CH2:33][C@@H:32]([OH:35])[CH2:31]5)[CH:27]=4)[CH:18]=[N:17][C:10]=3[CH:9]=2)=[CH:6][CH:7]=1. Reported procedure: Methyl 5-(4-chlorophenyl)-3-{[(1E)-(dimethylamino)methylene]amino}thiophene-2-carboxylate (0.131 g, 0.41 mmol) and (3R)-1-[3-(aminomethyl)phenyl]pyrrolidin-3-ol (0.062 g, 0.26 mmol, purity 80%) in phenol (0.5 g) were subjected to microwave heating at 150° C. for 1 h. The product was precipitated with ether and decanted. The solid residue was washed with MeOH and CH2Cl2 to give 0.66 g (57%) of the title compound. 1H NMR (400 MHz, DMSO-d6) δ 8.62 (s, 1H), 7.90 (s, 1H), 7.88 (d, 2H, J=8.7 Hz), 7.56... Reactants: C(C1=CC=CC=C1)OC(=O)N[C@H](C(=O)N1[C@H](C(N(CC1)CC(=O)O)=O)CCCNC(=O)OCC1=CC=CC=C1)CC1=CC=C(C=C1)OC ((S,S)-4-[2-benzyloxycarbonylamino-3-(4-methoxyphenyl)propionyl]-3-(3-benzyloxycarbonylaminopropyl)-2-oxopiperazine-1-acetic acid), C(C)(C)(C)O (tert-butanol), CCN=C=NCCCN(C)C (WSC). The reagents and catalysts are CN(C1=CC=NC=C1)C (4-dimethylaminopyridine). Run in ClCCl (dichloromethane). Reaction conditions: time 24 hour. The product is C(C)(C)(C)OC(CN1C([C@@H](N(CC1)C([C@H](CC1=CC=C(C=C1)OC)NC(=O)OCC1=CC=CC=C1)=O)CCCNC(=O)OCC1=CC=CC=C1)=O)=O ((S,S)-4-[2-Benzyloxycarbonylamino-3-(4-methoxyphenyl)propionyl]-3-(3-benzyloxycarbonylaminopropyl)-2-oxopiperazine-1-acetic acid tert-butyl ester). As a reaction SMILES: [CH2:1]([O:8][C:9]([NH:11][C@@H:12]([CH2:40][C:41]1[CH:46]=[CH:45][C:44]([O:47][CH3:48])=[CH:43][CH:42]=1)[C:13]([N:15]1[CH2:20][CH2:19][N:18]([CH2:21][C:22]([OH:24])=[O:23])[C:17](=[O:25])[C@@H:16]1[CH2:26][CH2:27][CH2:28][NH:29][C:30]([O:32][CH2:33][C:34]1[CH:39]=[CH:38][CH:37]=[CH:36][CH:35]=1)=[O:31])=[O:14])=[O:10])[C:2]1[CH:7]=[CH:6][CH:5]=[CH:4][CH:3]=1.[C:49](O)([CH3:52])([CH3:51])[CH3:50].CCN=C=NCCCN(C)C>ClCCl.CN(C)C1C=CN=CC=1>[C:49]([O:23][C:22](=[O:24])[CH2:21][N:18]1[CH2:19][CH2:20][N:15]([C:13](=[O:14])[C@@H:12]([NH:11][C:9]([O:8][CH2:1][C:2]2[CH:7]=[CH:6][CH:5]=[CH:4][CH:3]=2)=[O:10])[CH2:40][C:41]2[CH:42]=[CH:43][C:44]([O:47][CH3:48])=[CH:45][CH:46]=2)[C@@H:16]([CH2:26][CH2:27][CH2:28][NH:29][C:30]([O:32][CH2:33][C:34]2[CH:35]=[CH:36][CH:37]=[CH:38][CH:39]=2)=[O:31])[C:17]1=[O:25])([CH3:52])([CH3:51])[CH3:50]. Reported procedure: In 50 ml of dichloromethane were dissolved 1.7 g of (S,S)-4-[2-benzyloxycarbonylamino-3-(4-methoxyphenyl)propionyl]-3-(3-benzyloxycarbonylaminopropyl)-2-oxopiperazine-1-acetic acid produced in Reference Example 34, 2 ml of tert-butanol and 1.6 g of 4-dimethylaminopyridine. To the solution was then added 0.6 g of WSC, and the mixture was stirred for 24 hours at room temperature. Dichloromethane was distilled off, and the residue was subjected to extraction with ethyl acetate. The ethyl acetate la... The reactants are ClC1=C(C=C(C2=C1CC(O2)C)NNC(=O)N(C)OC)C (1-(4-chloro-2,3-dihydro-2,5-dimethylbenzofuran-7-yl)-4-methoxy-4-methylsemicarbazide), C1=CC(=CC(=C1)Cl)C(=O)OO (MCPBA), CC1OC2=C(C1)C=CC=C2NNC(=O)N(C)OC (1-(2,3-dihydro-2-methylbenzofuran-7-yl)-4-methoxy-4-methylsemicarbazide). Reported procedure: 2 was prepared, as a yellow solid, by treating 2E with MCPBA according to the procedure and conditions described in Example 1 for preparing 1 from 1E. RXN SMILES: [Cl:1][C:2]1[C:7]2[CH2:8][CH:9]([CH3:11])[O:10][C:6]=2[C:5]([NH:12][NH:13][C:14]([N:16]([O:18][CH3:19])[CH3:17])=[O:15])=[CH:4][C:3]=1[CH3:20].C1C=C(Cl)C=C(C(OO)=O)C=1.CC1CC2C=CC=C(NNC(N(OC)C)=O)C=2O1>>[Cl:1][C:2]1[C:7]2[CH2:8][CH:9]([CH3:11])[O:10][C:6]=2[C:5]([N:12]=[N:13][C:14]([N:16]([O:18][CH3:19])[CH3:17])=[O:15])=[CH:4][C:3]=1[CH3:20]. Yields the product ClC1=C(C=C(C2=C1CC(O2)C)N=NC(=O)N(C)OC)C (2-(4-Chloro-2,3-dihydro-2,5-dimethylbenzofuran-7-yl)-N-methoxy-N-methyldiazenecarboxamide). Reactants: C(C=1C(N)=CC=CC1)(=O)OCC (ethyl anthranilate), Cl[O-].[Na+] (sodium hypochlorite). The product is C(C)OC(C1=C(C=CC(=C1)Cl)N)=O (2-Amino-5-chloro-benzoic Acid Ethyl Ester). RXN SMILES: [C:1]([O:10][CH2:11][CH3:12])(=[O:9])[C:2]1[C:3](=[CH:5][CH:6]=[CH:7][CH:8]=1)[NH2:4].[Cl:13][O-].[Na+]>>[CH2:11]([O:10][C:1](=[O:9])[C:2]1[CH:8]=[C:7]([Cl:13])[CH:6]=[CH:5][C:3]=1[NH2:4])[CH3:12] |f:1.2|. Reported procedure: Prepared from ethyl anthranilate and sodium hypochlorite (according to M. Okabe and R-C Sun, Tetrahedron, 1995, 51, 1861) to give an off-white solid, mp 80° C., m/z 199. The reactants are Br/C=C/c1ccc(OC)cc1, Cl[C@H](CC1=CC=CC=C1)c2ccccc2. Reagents/catalysts: [Na+].[I-], Cl[Ni]Cl.COCCOC, C1(C2(C3=N[C@H](c4ccccc4C5)[C@H]5O3)CC2)=N[C@H]6[C@H](Cc7ccccc76)O1. The solvent is CC(N(C)C)=O. Conditions: temperature 0 celsius, time 3.25 hour. Yields the product COc1ccc(/C=C/[C@H](Cc2ccccc2)c2ccccc2)cc1. Isolated yield 80.0%. The reactants are NC1=C(C(=O)N)C=C(C(=C1)[N+](=O)[O-])OC (2-amino-5-methoxy-4-nitrobenzamide), C(C(=O)Cl)(=O)Cl (oxalyl chloride). The solvent is O1CCCC1 (tetrahydrofuran), C(Cl)(Cl)Cl (chloroform). Conditions: temperature 60 celsius, time 5 hour. The product is COC=1C=C2C(NC(NC2=CC1[N+](=O)[O-])=O)=O (6-Methoxy-7-nitro-1H-quinazoline-2,4-dione). The yield is 100.0%. Reaction SMILES: [NH2:1][C:2]1[CH:10]=[C:9]([N+:11]([O-:13])=[O:12])[C:8]([O:14][CH3:15])=[CH:7][C:3]=1[C:4]([NH2:6])=[O:5].C(Cl)(=O)[C:17](Cl)=[O:18]>O1CCCC1.C(Cl)(Cl)Cl>[CH3:15][O:14][C:8]1[CH:7]=[C:3]2[C:2](=[CH:10][C:9]=1[N+:11]([O-:13])=[O:12])[NH:1][C:17](=[O:18])[NH:6][C:4]2=[O:5]. Procedure details: 108 mg (0.5 mmol) of 2-amino-5-methoxy-4-nitrobenzamide were dissolved in 5 ml of tetrahydrofuran and 5 ml of chloroform, and oxalyl chloride (solution in toluene) was added. The mixture was stirred at 60° C. for 5 hours and then concentrated in vacuo. Addition of toluene was followed by renewed concentration. 120 mg (100%) of the desired product were obtained. Reactants: C(C(C)C)C1=CC=C(C=C1)C(C(=O)O)(CCCCC(CCCCC(C(=O)O)(C)C1=CC=C(C=C1)CC(C)C)=O)C (2,12-Bis-(4-isobutylphenyl)-2,12-dimethyl-7-oxotridecanedioic acid), C(C)OC(C(CCCCC(CCCCC(C(=O)OCC)(C1=CC=CC=C1)C)=O)(C1=CC=CC=C1)C)=O (7-Oxo-2,12-dimethyl-2,12-diphenyltridecanedioic acid diethyl ester), [OH-].[K+] (KOH). The solvent is C(C)O (ethanol), O (water). Yields the product CC(C(=O)O)(CCCCC(CCCCC(C(=O)O)(C1=CC=CC=C1)C)=O)C1=CC=CC=C1 (2,12-Dimethyl-7-oxo-2,12-diphenyltridecanedioic acid). The yield is 87.0%. Reaction SMILES: C([C:5]1[CH:10]=[CH:9][C:8]([C:11]([CH3:40])([CH2:15][CH2:16][CH2:17][CH2:18][C:19](=[O:39])[CH2:20][CH2:21][CH2:22][CH2:23][C:24]([C:29]2[CH:34]=[CH:33][C:32](CC(C)C)=[CH:31][CH:30]=2)([CH3:28])[C:25]([OH:27])=[O:26])[C:12]([OH:14])=[O:13])=[CH:7][CH:6]=1)C(C)C.C(OC(=O)C(C)(C1C=CC=CC=1)CCCCC(=O)CCCCC(C)(C1C=CC=CC=1)C(OCC)=O)C.[OH-].[K+]>C(O)C.O>[CH3:28][C:24]([C:29]1[CH:30]=[CH:31][CH:32]=[CH:33][CH:34]=1)([CH2:23][CH2:22][CH2:21][CH2:20][C:19](=[O:39])[CH2:18][CH2:17][CH2:16][CH2:15][C:11]([CH3:40])([C:8]1[CH:7]=[CH:6][CH:5]=[CH:10][CH:9]=1)[C:12]([OH:14])=[O:13])[C:25]([OH:27])=[O:26] |f:2.3|. Procedure: According to the procedure given for 210f, 209d (3.93 g, 7.9 mmol) was hydrolyzed with KOH (85%, 4.0 g, 60.6 mmol) in ethanol (60 mL) and water (10 mL) at reflux for 3 h and at room temperature overnight. After the usual workup and drying, 210d (3.0 g, 87%) was obtained as an oil. 1H NMR (CDCl3): δ 7.40-7.10 (m, 10 H), 2.32 (t, 4H, J=7.2), 2.10-1.80 (m, 4 H), 1.60-1.45 (m, 4 μl), 1.54 (s, 6 H), 1.25-1.10 (m, 4 H). 13C NMR (CDCl3): δ 211.1, 182.5, 142.8, 128.4, 126.9, 126.0, 49.9, 42.3, 38.7, 24.... The reactants are C(C1=CC=CC=C1)(=O)C1=CC=CC=C1 (benzophenone), BrC=1C=NC=NC1 (5-bromopyrimidine), CCCCCC (hexane), [Li]CCCC (n-BuLi). Run in C1CCOC1 (THF), C1CCOC1 (THF). Run at temperature -100 celsius, time 30 minute. Yields the product C1(=CC=CC=C1)C(O)(C=1C=NC=NC1)C1=CC=CC=C1 (Diphenyl(pyrimidin-5-yl)methanol). The yield is 48.4%. Reaction SMILES: Br[C:2]1[CH:3]=[N:4][CH:5]=[N:6][CH:7]=1.CCCCCC.[Li]CCCC.[C:19]([C:27]1[CH:32]=[CH:31][CH:30]=[CH:29][CH:28]=1)(=[O:26])[C:20]1[CH:25]=[CH:24][CH:23]=[CH:22][CH:21]=1>C1COCC1>[C:27]1([C:19]([C:20]2[CH:21]=[CH:22][CH:23]=[CH:24][CH:25]=2)([C:2]2[CH:3]=[N:4][CH:5]=[N:6][CH:7]=2)[OH:26])[CH:28]=[CH:29][CH:30]=[CH:31][CH:32]=1. Reported procedure: A solution of 5-bromopyrimidine (10 g, 0.063 mol) in a mixture of dry THF (150 mL) and hexane (50 mL) was cooled to −100° C. To this cooled solution was added n-BuLi (4 g, 21 mL, 0.062 mol) over a period of 30 min and stirred for another 30 min. A solution of benzophenone (11.5 g, 0.063 mol) in dry THF (50 mL) was added to this at the same temperature over a period of 30 min. The reaction mixture was warmed slowly to RT and allowed to stir another 1 h at RT. The reaction was quenched with cold w... The reagents and catalysts are [Zn] (Zinc). As a reaction SMILES: Br[CH2:2][C:3]([O:5][CH2:6][CH3:7])=[O:4].[CH3:8][O:9][C:10]1[CH:15]=[C:14]([CH2:16][NH:17][CH2:18][CH2:19][CH2:20][NH:21][CH2:22][CH2:23][CH2:24][CH2:25][NH:26][CH2:27][CH2:28][CH2:29][NH2:30])[CH:13]=[CH:12][C:11]=1[OH:31].[CH2:32]([O:39][CH:40]1[C:45](=[O:46])[C:44]2[CH:47]=[CH:48][C:49]([C:51]([CH3:59])([CH3:58])[CH2:52][CH2:53][CH2:54][CH2:55][CH2:56][CH3:57])=[CH:50][C:43]=2[O:42][C:41]1([CH3:61])[CH3:60])[C:33]1[CH:38]=[CH:37][CH:36]=[CH:35][CH:34]=1.[OH-].[NH4+]>COCOC.[Zn]>[CH3:8][O:9][C:10]1[CH:15]=[C:14]([CH2:16][NH:17][CH2:18][CH2:19][CH2:20][NH:21][CH2:22][CH2:23][CH2:24][CH2:25][NH:26][CH2:27][CH2:28][CH2:29][NH2:30])[CH:13]=[CH:12][C:11]=1[OH:31].[CH2:32]([O:39][CH:40]1[C:45]([CH2:2][C:3]([O:5][CH2:6][CH3:7])=[O:4])([OH:46])[C:44]2[CH:47]=[CH:48][C:49]([C:51]([CH3:59])([CH3:58])[CH2:52][CH2:53][CH2:54][CH2:55][CH2:56][CH3:57])=[CH:50][C:43]=2[O:42][C:41]1([CH3:60])[CH3:61])[C:33]1[CH:34]=[CH:35][CH:36]=[CH:37][CH:38]=1 |f:1.2,3.4,7.8|. Product: COC1=C(C=CC(=C1)CNCCCNCCCCNCCCN)O.C(C1=CC=CC=C1)OC1C(OC2=C(C1(O)CC(=O)OCC)C=CC(=C2)C(CCCCCC)(C)C)(C)C (dl-5 Benzyloxy-4-ethoxycarbonylmethyl-4-hydroxy-2,2-dimethyl-7-(1,1-dimethylheptyl)-3,4-dihydro-2H-benzopyran). Run at time 1 hour. Starting materials: [OH-].[NH4+] (Ammonium hydroxide), COC1=C(C=CC(=C1)CNCCCNCCCCNCCCN)O.C(C1=CC=CC=C1)OC1C(OC2=C(C1=O)C=CC(=C2)C(CCCCCC)(C)C)(C)C (dl-5 benzyloxy-2,2-dimethyl-7-(1,1-dimethylheptyl)-3,4-dihydro-2H-benzopyran-4-one), BrCC(=O)OCC (ethyl bromoacetate). The solvent is COCOC (dimethoxymethane), COCOC (dimethoxymethane). Procedure details: Zinc metal (13 g, 0.2 mole) is covered with a small amount of dimethoxymethane. The mixture is heated at reflux and a solution of 16.7 g (0.1 mole) ethyl bromoacetate in 75 ml of dimethoxymethane is added over 20 minutes. After refluxing for 30 minutes, the mixture is cooled to 0°-5° C. and 40.85 g (0.10 mole) dl-5-benzyloxy-2,2-dimethyl-7-(1,1-dimethylheptyl)-3,4-dihydro-2H-benzopyran-4-one is added dropwise. The mixture is stirred at 0°-5° C. for one hour, allowed to warm to room temperature a... The reactants are C(C=C)SC1CC(N1C(C(=S)OCC1=CC=C(C=C1)[N+](=O)[O-])=C(C(C(C)(C)C)=O)OC1=CC=C(C=C1)F)=O (4-nitrobenzyl 2-(4-allylthioazetidin-2-on-1-yl)-3-(4-fluorophenoxy)-3-trimethylacetylthio-propenate), ClC=1C=C(C(=O)OO)C=CC1 (m-chloroperoxybenzoic acid). Run in C(C)(=O)OCC (ethyl acetate), C(C)(=O)OCC (ethyl acetate). The product is C(C=C)S(=O)C1CC(N1C(C(=S)OCC1=CC=C(C=C1)[N+](=O)[O-])=C(C(C(C)(C)C)=O)OC1=CC=C(C=C1)F)=O (4-Nitrobenzyl 2-(4-allylsulphinylazetidin-2-on-1-yl)-3-(4-fluorophenoxy)-3-trimethylacetylthiopropenate). The yield is 58.3%. Reaction SMILES: [CH2:1]([S:4][CH:5]1[N:8]([C:9](=[C:23]([O:30][C:31]2[CH:36]=[CH:35][C:34]([F:37])=[CH:33][CH:32]=2)[C:24](=[O:29])[C:25]([CH3:28])([CH3:27])[CH3:26])[C:10]([O:12][CH2:13][C:14]2[CH:19]=[CH:18][C:17]([N+:20]([O-:22])=[O:21])=[CH:16][CH:15]=2)=[S:11])[C:7](=[O:38])[CH2:6]1)[CH:2]=[CH2:3].ClC1C=C(C=CC=1)C(OO)=[O:44]>C(OCC)(=O)C>[CH2:1]([S:4]([CH:5]1[N:8]([C:9](=[C:23]([O:30][C:31]2[CH:32]=[CH:33][C:34]([F:37])=[CH:35][CH:36]=2)[C:24](=[O:29])[C:25]([CH3:28])([CH3:27])[CH3:26])[C:10]([O:12][CH2:13][C:14]2[CH:15]=[CH:16][C:17]([N+:20]([O-:22])=[O:21])=[CH:18][CH:19]=2)=[S:11])[C:7](=[O:38])[CH2:6]1)=[O:44])[CH:2]=[CH2:3]. Procedure: To a solution of 4.0 g of 4-nitrobenzyl 2-(4-allylthioazetidin-2-on-1-yl)-3-(4-fluorophenoxy)-3-trimethylacetylthio-propenate in ethyl acetate at -78° was added a solution of 1.5 g of 80% m-chloroperoxybenzoic acid in ethyl acetate over 10 minutes. The reaction mixture was washed with saturated sodium bicarbonate solution, dried over MgSO4, and evaporated in vacuo to dryness. Chromatography over silica gel and elution with ethyl acetate-hexane mixtures afforded 2.4 g of the title compound as a y...